Dataset: the Open Reaction Database (ORD), a public repository of structured organic reaction records. Task: describe an organic reaction: reactants, conditions, products, and yield Reactants: CO, Cl, [Na+], [OH-], COC(=O)CCc1ccc(OCCc2ccccc2)cc1. Yields the product O=C(O)CCc1ccc(OCCc2ccccc2)cc1. As a reaction SMILES: [CH3:25][OH:26].[ClH:24].[Na+:23].[OH-:22].[c:1]1([CH2:7][CH2:8][O:9][c:10]2[cH:11][cH:12][c:13]([CH2:16][CH2:17][C:18](=[O:19])[O:20][CH3:21])[cH:14][cH:15]2)[cH:2][cH:3][cH:4][cH:5][cH:6]1>>[c:1]1([CH2:7][CH2:8][O:9][c:10]2[cH:11][cH:12][c:13]([CH2:16][CH2:17][C:18](=[O:19])[OH:20])[cH:14][cH:15]2)[cH:2][cH:3][cH:4][cH:5][cH:6]1. Reactants: CC=1C=C(C=CC1C)/C=C/C1=CC(=C(C(=O)OC(C)(C)C)C=C1)NC1=CC=C(C=C1)F (tert-butyl 4-((E)-2-(3,4-dimethylphenyl)vinyl)-2-(4-fluoroanilino)benzoate). Run in FC(C(=O)O)(F)F (Trifluoroacetic acid). The product is CC=1C=C(C=CC1C)/C=C/C1=CC(=C(C(=O)O)C=C1)NC1=CC=C(C=C1)F (4-((E)-2-(3,4-dimethylphenyl)vinyl)-2-(4-fluoroanilino)benzoic acid). Reaction SMILES: [CH3:1][C:2]1[CH:3]=[C:4](/[CH:9]=[CH:10]/[C:11]2[CH:23]=[CH:22][C:14]([C:15]([O:17]C(C)(C)C)=[O:16])=[C:13]([NH:24][C:25]3[CH:30]=[CH:29][C:28]([F:31])=[CH:27][CH:26]=3)[CH:12]=2)[CH:5]=[CH:6][C:7]=1[CH3:8]>FC(F)(F)C(O)=O>[CH3:1][C:2]1[CH:3]=[C:4](/[CH:9]=[CH:10]/[C:11]2[CH:23]=[CH:22][C:14]([C:15]([OH:17])=[O:16])=[C:13]([NH:24][C:25]3[CH:30]=[CH:29][C:28]([F:31])=[CH:27][CH:26]=3)[CH:12]=2)[CH:5]=[CH:6][C:7]=1[CH3:8]. Procedure details: Trifluoroacetic acid 10 mL solution of tert-butyl 4-((E)-2-(3,4-dimethylphenyl)vinyl)-2-(4-fluoroanilino)benzoate was stirred at room temperature for 2 hours. The solvent was removed under reduced pressure, and the obtained residue was refined by reversed-phase silica gel column chromatography [eluent; 85-100% acetonitrile/0.1% trifluoroacetic acid aqueous solution] to give 4-((E)-2-(3,4-dimethylphenyl)vinyl)-2-(4-fluoroanilino)benzoic acid. The reactants are C(C)(C)O[SiH](OC(C)C)OC(C)C (triisopropoxysilane), C(=C)[Si](OC(C)C)(OC(C)C)OC(C)C (vinyltriisopropoxysilane). Run in C=1(C(=CC=CC1)C)C (xylene). Conditions: temperature 225 celsius. Product: C(C)(C)O[Si](C=C[Si](OC(C)C)(OC(C)C)OC(C)C)(OC(C)C)OC(C)C (1,2-bis(triisopropoxysilyl)ethylene). Reaction SMILES: [CH:1]([O:4][SiH:5]([O:10][CH:11]([CH3:13])[CH3:12])[O:6][CH:7]([CH3:9])[CH3:8])([CH3:3])[CH3:2].[CH:14]([Si:16]([O:25][CH:26]([CH3:28])[CH3:27])([O:21][CH:22]([CH3:24])[CH3:23])[O:17][CH:18]([CH3:20])[CH3:19])=[CH2:15]>C1(C)C(C)=CC=CC=1>[CH:7]([O:6][Si:5]([O:4][CH:1]([CH3:3])[CH3:2])([O:10][CH:11]([CH3:13])[CH3:12])[CH:15]=[CH:14][Si:16]([O:17][CH:18]([CH3:20])[CH3:19])([O:21][CH:22]([CH3:24])[CH3:23])[O:25][CH:26]([CH3:28])[CH3:27])([CH3:9])[CH3:8]. Procedure: Into a 45 cc Parr bomb was added 2.5 g (0.012 mol) triisopropoxysilane, 5.7 g (0.024 mol) vinyltriisopropoxysilane, 1.0 xylene and 200 ppm Ru3CO12 (20 mg). The reaction was heated for 4 hours at 225° C. in a fluidized sand bath. A single product, 1,2-bis(triisopropoxysilyl)ethylene was formed. Starting materials: C1CCOC1, CC(C)=O, CCO, O=C(NC1CCC(O)CC1)c1ccc(C=CC(=O)c2ccc(Cl)cc2Nc2ccccc2)cc1, O=[Pt+3]. The product is O=C(NC1CCC(O)CC1)c1ccc(CCC(=O)c2ccc(Cl)cc2Nc2ccccc2)cc1. Reaction SMILES: [CH2:35]1[O:36][CH2:37][CH2:38][CH2:39]1.[CH3:40][C:41](=[O:42])[CH3:43].[CH3:44][CH2:45][OH:46].[Cl:1][c:2]1[cH:3][c:4]([NH:28][c:29]2[cH:30][cH:31][cH:32][cH:33][cH:34]2)[c:5]([C:8]([CH:9]=[CH:10][c:11]2[cH:12][cH:13][c:14]([C:15](=[O:16])[NH:17][CH:18]3[CH2:19][CH2:20][CH:21]([OH:24])[CH2:22][CH2:23]3)[cH:25][cH:26]2)=[O:27])[cH:6][cH:7]1.[Pt+3:47]=[O:48]>>[Cl:1][c:2]1[cH:3][c:4]([NH:28][c:29]2[cH:30][cH:31][cH:32][cH:33][cH:34]2)[c:5]([C:8]([CH2:9][CH2:10][c:11]2[cH:12][cH:13][c:14]([C:15](=[O:16])[NH:17][CH:18]3[CH2:19][CH2:20][CH:21]([OH:24])[CH2:22][CH2:23]3)[cH:25][cH:26]2)=[O:27])[cH:6][cH:7]1. Starting materials: CC(Cl)c1cccnc1, OC%11=CC(C=C(F)C=N%12)=C%12C=C%11. The reagents and catalysts are O=C([O-])[O-].[Cs+].[Cs+] (cesium carbonate), [I-].[K+] (potassium iodide). Run in CN(C)C=O (DMF), CN(C)C=O (dmf), CN(C)C=O (DMF). Run at temperature 70 celsius, time 16 hour. Yields the product FC(C=N%16)=CC%17=C%16C=CC(OC(C)C%18=CC=CN=C%18)=C%17. Starting materials: CCO, Cl, CCCC1(c2ccccc2)N=C(C)N(CC(=O)c2ccc(NC(C)=O)cc2F)C1=O. Product: CCCC1(c2ccccc2)N=C(C)N(CC(=O)c2ccc(N)cc2F)C1=O. Reaction SMILES: [CH3:32][CH2:33][OH:34].[ClH:31].[F:1][c:2]1[cH:3][c:4]([NH:27][C:28](=[O:29])[CH3:30])[cH:5][cH:6][c:7]1[C:8]([CH2:9][N:10]1[C:11]([CH3:25])=[N:12][C:13]([CH2:16][CH2:17][CH3:18])([c:19]2[cH:20][cH:21][cH:22][cH:23][cH:24]2)[C:14]1=[O:15])=[O:26]>>[F:1][c:2]1[cH:3][c:4]([NH2:27])[cH:5][cH:6][c:7]1[C:8]([CH2:9][N:10]1[C:11]([CH3:25])=[N:12][C:13]([CH2:16][CH2:17][CH3:18])([c:19]2[cH:20][cH:21][cH:22][cH:23][cH:24]2)[C:14]1=[O:15])=[O:26]. The reactants are COc1c(F)ncc(F)c1OC(C)(C)C, [Li]CCCC, N#CCC1CC1, CC(C)NC(C)C, C1CCOC1. The product is COc1c(C(C#N)C2CC2)ncc(F)c1OC(C)(C)C. Reaction SMILES: [C:19]([CH3:20])([CH3:21])([CH3:22])[O:23][c:24]1[c:25]([O:32][CH3:33])[c:26]([F:31])[n:27][cH:28][c:29]1[F:30].[CH2:8]([Li:9])[CH2:10][CH2:11][CH3:12].[CH:13]1([CH2:16][C:17]#[N:18])[CH2:14][CH2:15]1.[CH:1]([NH:2][CH:3]([CH3:4])[CH3:5])([CH3:6])[CH3:7].[O:34]1[CH2:35][CH2:36][CH2:37][CH2:38]1>>[CH:13]1([CH:16]([C:17]#[N:18])[c:26]2[c:25]([O:32][CH3:33])[c:24]([O:23][C:19]([CH3:20])([CH3:21])[CH3:22])[c:29]([F:30])[cH:28][n:27]2)[CH2:14][CH2:15]1. Reactants: Nc1nc2nc(SCc3ccccc3)nc(Cl)c2s1, CN1CCCC1=O, CCN(C(C)C)C(C)C, CCCC(N)CO, O. The product is CCCC(CO)Nc1nc(SCc2ccccc2)nc2nc(N)sc12. Reaction SMILES: [CH2:1]([c:2]1[cH:3][cH:4][cH:5][cH:6][cH:7]1)[S:8][c:9]1[n:10][c:11]([Cl:19])[c:12]2[c:13]([n:14]1)[n:15][c:16]([NH2:18])[s:17]2.[CH3:37][N:38]1[CH2:39][CH2:40][CH2:41][C:42]1=[O:43].[CH:20]([N:21]([CH2:22][CH3:23])[CH:24]([CH3:25])[CH3:26])([CH3:27])[CH3:28].[NH2:29][CH:30]([CH2:31][OH:32])[CH2:33][CH2:34][CH3:35].[OH2:36]>>[CH2:1]([c:2]1[cH:3][cH:4][cH:5][cH:6][cH:7]1)[S:8][c:9]1[n:10][c:11]([NH:29][CH:30]([CH2:31][OH:32])[CH2:33][CH2:34][CH3:35])[c:12]2[c:13]([n:14]1)[n:15][c:16]([NH2:18])[s:17]2. Reactants: C(C)O\N=C\C=1C(=C(C(=C(C(=O)NOCCO)C1)NC1=C(C=C(C=C1)I)F)F)F ((E)-5-(ethoxyimino-methyl)-3,4-difluoro-2-(2-fluoro-4-iodo-phenylamino)-N-(2-hydroxy-ethoxy)-benzamide), ClC(C(=O)O)Cl (dichloroacetic acid). Yields the product C(C)ONCC=1C(=C(C(=C(C(=O)NOCCO)C1)NC1=C(C=C(C=C1)I)F)F)F (5-(ethoxyamino-methyl)-3,4-difluoro-2-(2-fluoro-4-iodo-phenylamino)-N-(2-hydroxy-ethoxy)-benzamide). Isolated yield 80.0%. Reaction SMILES: [CH2:1]([O:3]/[N:4]=[CH:5]/[C:6]1[C:7]([F:29])=[C:8]([F:28])[C:9]([NH:19][C:20]2[CH:25]=[CH:24][C:23]([I:26])=[CH:22][C:21]=2[F:27])=[C:10]([CH:18]=1)[C:11]([NH:13][O:14][CH2:15][CH2:16][OH:17])=[O:12])[CH3:2].ClC(Cl)C(O)=O>>[CH2:1]([O:3][NH:4][CH2:5][C:6]1[C:7]([F:29])=[C:8]([F:28])[C:9]([NH:19][C:20]2[CH:25]=[CH:24][C:23]([I:26])=[CH:22][C:21]=2[F:27])=[C:10]([CH:18]=1)[C:11]([NH:13][O:14][CH2:15][CH2:16][OH:17])=[O:12])[CH3:2]. Procedure: The title compound was obtained by a procedure similar to that in Step C of Example 9. Namely, (E)-5-(ethoxyimino-methyl)-3,4-difluoro-2-(2-fluoro-4-iodo-phenylamino)-N-(2-hydroxy-ethoxy)-benzamide was reduced with borane-pyridine complex in the presence of dichloroacetic acid to give 5-(ethoxyamino-methyl)-3,4-difluoro-2-(2-fluoro-4-iodo-phenylamino)-N-(2-hydroxy-ethoxy)-benzamide (97.7 mg, 80% in 2 steps). Conditions: time 8 hour. The solvent is Cl (HCl). As a reaction SMILES: [CH3:1][O:2][C:3](=[O:25])[C@H:4]([CH2:20][CH2:21][CH2:22][CH2:23][NH2:24])[N:5]([CH2:16][CH:17]([CH3:19])[CH3:18])[S:6]([C:9]1[CH:14]=[CH:13][C:12]([CH3:15])=[CH:11][CH:10]=1)(=[O:8])=[O:7].[CH2:26]1[CH2:30]O[CH2:28][CH2:27]1.[C:31]([O-:34])([O-])=O.[K+].[K+]>Cl>[CH3:28][C:27]1[CH:11]=[CH:10][C:9]([S:6]([NH:5][C@H:30]([C:31]([NH:24][CH2:23][CH2:22][CH2:21][CH2:20][C@H:4]([N:5]([S:6]([C:9]2[CH:14]=[CH:13][C:12]([CH3:15])=[CH:11][CH:10]=2)(=[O:8])=[O:7])[CH2:16][CH:17]([CH3:18])[CH3:19])[C:3]([O:2][CH3:1])=[O:25])=[O:34])[CH2:26][C:27]2[CH:21]=[CH:20][CH:4]=[CH:3][CH:28]=2)(=[O:7])=[O:8])=[CH:30][CH:26]=1 |f:1.2.3.4|. Reactants: COC([C@@H](N(S(=O)(=O)C1=CC=C(C=C1)C)CC(C)C)CCCCN)=O (Nα-isobutyl-Nα-(4-methylbenzenesulfonyl)-L-lysine methyl ester), Nα-(4-methylbenzenesulfonyl)-L-phenylalanine N-hydroxysuccinimide ester, C1CCOC1.C(=O)([O-])[O-].[K+].[K+] (THF K2CO3). Yields the product CC1=CC=C(C=C1)S(=O)(=O)N[C@@H](CC2=CC=CC=C2)C(=O)NCCCC[C@@H](C(=O)OC)N(CC(C)C)S(=O)(=O)C3=CC=C(C=C3)C (Nα-isobutyl-Nα-(4-methylbenzenesulfonyl)-Nε-[N′α-(4-methylbenzenesulfonyl)-L-phenylalanyl]-L-lysine methyl ester). The yield is 77.0%. Reported procedure: To a stirred solution of Nα-isobutyl-Nα-(4-methylbenzenesulfonyl)-L-lysine methyl ester (369 mg, 1 mmol, example 65, step C) in THF/K2CO3 (1M) (3 mL/3 mL) was added Nα-(4-methylbenzenesulfonyl)-L-phenylalanine N-hydroxysuccinimide ester (500 mg, 1.2 mmol). The reaction mixture was stirred overnight, then diluted with 1N HCl and extracted with EtOAc. The organic layer was dried (MgSO4) and concentrated. The crude was purified by flash chromatography using hexane/EtOAc as eluent to afford the desi...